From a dataset of the Open Reaction Database (ORD), a public repository of structured organic reaction records. describe an organic reaction: reactants, conditions, products, and yield The reactants are COC1=CC=C(C(=O)C=2C=CC(=C(C2)S(=O)(=O)N)SC)C=C1 (5-(4-methoxy-benzoyl)-2-methylsulfanyl-benzenesulfonamide), ClC=1C=C(C(=O)OO)C=CC1 (m-chloroperoxybenzoic acid). The solvent is C(Cl)Cl (methylene chloride). Run at time 30 minute. The product is CS(=O)C1=C(C=C(C=C1)C(C1=CC=C(C=C1)OC)=O)S(=O)(=O)N (2-Methanesulfinyl-5-(4-methoxy-benzoyl)-benzenesulfonamide). Yield: 34.6%. As a reaction SMILES: [CH3:1][O:2][C:3]1[CH:22]=[CH:21][C:6]([C:7]([C:9]2[CH:10]=[CH:11][C:12]([S:19][CH3:20])=[C:13]([S:15]([NH2:18])(=[O:17])=[O:16])[CH:14]=2)=[O:8])=[CH:5][CH:4]=1.ClC1C=C(C=CC=1)C(OO)=[O:28]>C(Cl)Cl>[CH3:20][S:19]([C:12]1[CH:11]=[CH:10][C:9]([C:7](=[O:8])[C:6]2[CH:5]=[CH:4][C:3]([O:2][CH3:1])=[CH:22][CH:21]=2)=[CH:14][C:13]=1[S:15]([NH2:18])(=[O:17])=[O:16])=[O:28]. Procedure: To a solution of 5-(4-methoxy-benzoyl)-2-methylsulfanyl-benzenesulfonamide (0.06 g, 0.18 mmol) dissolved in methylene chloride (3 mL) at 0° C. is added m-chloroperoxybenzoic acid (0.061 g, 0.36 mmol). The reaction mixture is stirred at room temperature for 30 minutes. Then, the reaction is quenched with saturated sodium sulfite and sodium bicarbonate solution. The aqueous layer is extracted with methylene chloride three times. The combined organic extracts are washed with a saturated sodium chlo... Reactants: CI, CN(C)C=O, Cc1nc(C(C)C)c(Sc2cc(Cl)cc(Cl)c2)[nH]1, [H-], [Na+]. The product is Cc1nc(C(C)C)c(Sc2cc(Cl)cc(Cl)c2)n1C. Reaction SMILES: [CH3:21][I:22].[CH3:23][N:24]([CH3:25])[CH:26]=[O:27].[Cl:1][c:2]1[cH:3][c:4]([S:9][c:10]2[c:11]([CH:16]([CH3:17])[CH3:18])[n:12][c:13]([CH3:15])[nH:14]2)[cH:5][c:6]([Cl:8])[cH:7]1.[H-:19].[Na+:20]>>[Cl:1][c:2]1[cH:3][c:4]([S:9][c:10]2[c:11]([CH:16]([CH3:17])[CH3:18])[n:12][c:13]([CH3:15])[n:14]2[CH3:21])[cH:5][c:6]([Cl:8])[cH:7]1. RXN SMILES: [N+](C1C=CC(CO[C:12](=O)[CH2:13][C:14](=[O:35])[CH2:15][C@:16]([C:28]([O:30][C:31]([CH3:34])([CH3:33])[CH3:32])=[O:29])([NH2:27])[C:17]([O:19]CC2C=CC=CC=2)=[O:18])=CC=1)([O-])=O.C([O-])([O-])=O.[Na+].[Na+].I[CH2:44][CH2:45][CH2:46][CH2:47]I>CN(C=O)C>[C:28]([C@:16]([NH2:27])([CH2:15][C:14](=[O:35])[CH2:13][CH:12]1[CH2:47][CH2:46][CH2:45][CH2:44]1)[C:17]([OH:19])=[O:18])([O:30][C:31]([CH3:32])([CH3:33])[CH3:34])=[O:29] |f:1.2.3|. Solvent: CN(C)C=O (DMF). Reaction conditions: time 18 hour. The product is benzyl ester, C(=O)(OC(C)(C)C)[C@@](C(=O)O)(CC(CC1CCCC1)=O)N (Boc-2(S)-Amino-5-cyclopentyl-4-oxopentanoic Acid). The reactants are [N+](=O)([O-])C1=CC=C(C=C1)COC(CC(C[C@@](C(=O)OCC1=CC=CC=C1)(N)C(=O)OC(C)(C)C)=O)=O (Boc-2(S)-amino-4-keto-1,6-hexanedioic acid 1-benzyl ester 6-(4-nitrophenyl)methyl ester), C(=O)([O-])[O-].[Na+].[Na+] (Na2CO3), ICCCCI (1,4-diiodobutane). Procedure: Boc-2(S)-amino-4-keto-1,6-hexanedioic acid 1-benzyl ester 6-(4-nitrophenyl)methyl ester (4.8 g, 9.6 mmol) was dissolved in DMF (100 mL). Na2CO3 (4.07 g, 38.4 mmol) and 1,4-diiodobutane (3.59 g, 11.6 mmol) were added to the solution. The mixture was stirred 18 h at room temperature and then heated at 50° for 3 h. Evaporation of the solvent, dissolution of the resulting residue with EtOAc, washing of the resulting solution with 1N aqueous HCl and water, followed by drying (MgSO4) and evaporation g... Yield: 149.6%. Starting materials: N1=C(C=CC=C1)O (pyridinyl alcohol), C(C)[Zn]CC (diethylzinc), C(C1=CC=CC=C1)=O (Benzaldehyde). Product: C1(=CC=CC=C1)C(CC)O (1-phenylpropanol). As a reaction SMILES: N1C=CC=CC=1O.C([Zn][CH2:11][CH3:12])C.[CH:13](=[O:20])[C:14]1[CH:19]=[CH:18][CH:17]=[CH:16][CH:15]=1>>[C:14]1([CH:13]([OH:20])[CH2:11][CH3:12])[CH:19]=[CH:18][CH:17]=[CH:16][CH:15]=1. Reported procedure: A dry Schlenk flask under argon was charged with 0.05 equiv. of the pyridinyl alcohol. The flask was evacuated twice and flushed with argon. Then, 5 mL of freshly distilled toluene were added followed by 1.5 equiv. of neat diethylzinc while stirred. After stirring for 20 min at room temperature, 1.0 equiv. of benzaldehyde (10) was added at the given temperature (see Table). The proceeding of the reaction was monitored by thin layer chromatograpy. After full conversion of the aldehyde, the reacti...